Dataset: the Open Reaction Database (ORD), a public repository of structured organic reaction records. Task: describe an organic reaction: reactants, conditions, products, and yield Reactants: C1(CCCCC1)C1=CC=C2CCC(C(C2=C1)=O)C(=O)OC (Methyl 7-cyclohexyl-1-tetralone-2-carboxylate), O (water), [BH4-].[Na+] (sodium borohydride). Run in ClCCl (dichloromethane), CO (methanol). Conditions: time 1 hour. Yields the product C1(CCCCC1)C1=CC=C2CCC(=CC2=C1)C(=O)O (7-cyclohexyl-3,4-dihydronaphthalene-2-carboxylic acid). The yield is 20.4%. RXN SMILES: [CH:1]1([C:7]2[CH:16]=[C:15]3[C:10]([CH2:11][CH2:12][CH:13]([C:18]([O:20]C)=[O:19])[C:14]3=O)=[CH:9][CH:8]=2)[CH2:6][CH2:5][CH2:4][CH2:3][CH2:2]1.[BH4-].[Na+].O>ClCCl.CO>[CH:1]1([C:7]2[CH:16]=[C:15]3[C:10]([CH2:11][CH2:12][C:13]([C:18]([OH:20])=[O:19])=[CH:14]3)=[CH:9][CH:8]=2)[CH2:2][CH2:3][CH2:4][CH2:5][CH2:6]1 |f:1.2|. Procedure: Methyl 7-cyclohexyl-1-tetralone-2-carboxylate (8.6 g) was dissolved in dichloromethane (40 ml)-methanol (50 ml). To this solution, sodium borohydride (1.13 g) was added in small portions at room temperature. The reaction mixture was poured into water (80 ml) and extracted with dichloromethane. The dichloromethane layer was successively washed with water and brine, and dried (MgSO4), after which the solvent was distilled off. The residual oil was dissolved in methanol (40 ml), followed by dropwis... Reactants: [I-].[I-].[I-].C(CC)N(CCC)C=1C=CC2=NC3=CC=CC=C3[S+]=C2C1.C(CC)N(CCC)C=1C=CC2=NC3=CC=CC=C3[S+]=C2C1.C(CC)N(CCC)C=1C=CC2=NC3=CC=CC=C3[S+]=C2C1 (3-(N,N-dipropylamino)-phenothiazin-5-ium triiodide), C(CCCCC)NCCCCCC (dihexylamine). The product is [I-].C(CCCCC)N(CCCCCC)C=1C=CC2=NC3=CC=C(C=C3[S+]=C2C1)N(CCC)CCC (3-(N,N-dihexylamino)-7-(N,N-dipropylamino)-phenothiazin-5-ium iodide). As a reaction SMILES: [I-:1].[I-].[I-].[CH2:4]([N:7]([C:11]1[CH:12]=[CH:13][C:14]2[C:23]([CH:24]=1)=[S+:22][C:21]1[C:16](=[CH:17][CH:18]=[CH:19][CH:20]=1)[N:15]=2)[CH2:8][CH2:9][CH3:10])[CH2:5][CH3:6].C(N([C:32]1[CH:33]=[CH:34][C:35]2[C:44]([CH:45]=1)=[S+][C:42]1[C:37](=[CH:38][CH:39]=[CH:40][CH:41]=1)[N:36]=2)CCC)CC.C(N(C1C=CC2C(C=1)=[S+]C1C(=CC=CC=1)N=2)CCC)CC.C(NCCCCCC)CCCCC>>[I-:1].[CH2:37]([N:36]([C:19]1[CH:18]=[CH:17][C:16]2[C:21]([CH:20]=1)=[S+:22][C:23]1[C:14](=[CH:13][CH:12]=[C:11]([N:7]([CH2:8][CH2:9][CH3:10])[CH2:4][CH2:5][CH3:6])[CH:24]=1)[N:15]=2)[CH2:35][CH2:34][CH2:33][CH2:32][CH2:45][CH3:44])[CH2:38][CH2:39][CH2:40][CH2:41][CH3:42] |f:0.1.2.3.4.5,7.8|. Procedure details: This compound was obtained following isolation of 3-(N,N-dipropylamino)-phenothiazin-5-ium triiodide and subsequent treatment with dihexylamine. Precipitation from dichloromethane by addition of diethyl ether yielded purple lustrous crystals. Mass spectrometry: C30H46N3OS requires m/z=480; found m/z=480 (I− not detected by mass spectrometry). Reactants: C(C)OC(CN1C(C(C2=CC=CC=C12)(NC(=O)NC1=CC=C(C=C1)C)CC(=O)NC1=CC=C(C=C1)C(=O)OC)=O)OCC ((RS)-1-(2,2-diethoxyethyl)-3-((4-methoxycarbonylphenyl)aminocarbonylmethyl)-3-(N'-(4-methylphenyl)ureido)indolin-2-one), aqueous solution, [OH-].[K+] (potassium hydroxide). Run in CO (methanol). Reaction conditions: time 1 day. Product: C(C)OC(CN1C(C(C2=CC=CC=C12)(NC(=O)NC1=CC=C(C=C1)C)CC(=O)NC1=CC=C(C=C1)C(=O)O)=O)OCC ((RS)-1-(2,2-Diethoxyethyl)-3-((4-hydroxycarbonylphenyl)aminocarbonylmethyl)-3-(N'-(4-methylphenyl)ureido)indolin-2-one). RXN SMILES: [CH2:1]([O:3][CH:4]([O:41][CH2:42][CH3:43])[CH2:5][N:6]1[C:14]2[C:9](=[CH:10][CH:11]=[CH:12][CH:13]=2)[C:8]([CH2:26][C:27]([NH:29][C:30]2[CH:35]=[CH:34][C:33]([C:36]([O:38]C)=[O:37])=[CH:32][CH:31]=2)=[O:28])([NH:15][C:16]([NH:18][C:19]2[CH:24]=[CH:23][C:22]([CH3:25])=[CH:21][CH:20]=2)=[O:17])[C:7]1=[O:40])[CH3:2].[OH-].[K+]>CO>[CH2:1]([O:3][CH:4]([O:41][CH2:42][CH3:43])[CH2:5][N:6]1[C:14]2[C:9](=[CH:10][CH:11]=[CH:12][CH:13]=2)[C:8]([CH2:26][C:27]([NH:29][C:30]2[CH:35]=[CH:34][C:33]([C:36]([OH:38])=[O:37])=[CH:32][CH:31]=2)=[O:28])([NH:15][C:16]([NH:18][C:19]2[CH:24]=[CH:23][C:22]([CH3:25])=[CH:21][CH:20]=2)=[O:17])[C:7]1=[O:40])[CH3:2] |f:1.2|. Procedure details: (RS)-1-(2,2-diethoxyethyl)-3-((4-methoxycarbonylphenyl)aminocarbonylmethyl)-3-(N'-(4-methylphenyl)ureido)indolin-2-one in 30 ml of methanol was added 5 ml of an aqueous solution of 0.20 g of potassium hydroxide (85%) at room temperature. The mixture was stirred for 1 day, followed by concentration.